This data is from the Open Reaction Database (ORD), a public repository of structured organic reaction records. The task is: describe an organic reaction: reactants, conditions, products, and yield Starting materials: C1CCOC1, C=C(C)CC(NS(=O)(=O)c1ccc(Cl)cc1)C(=O)OCC, F, c1ccncc1. Reaction SMILES: [CH2:29]1[O:30][CH2:31][CH2:32][CH2:33]1.[Cl:8][c:9]1[cH:10][cH:11][c:12]([S:15](=[O:16])(=[O:17])[NH:18][CH:19]([C:20](=[O:21])[O:22][CH2:23][CH3:24])[CH2:25][C:26](=[CH2:27])[CH3:28])[cH:13][cH:14]1.[FH:7].[n:1]1[cH:2][cH:3][cH:4][cH:5][cH:6]1>>[F:7][C:26]([CH2:25][CH:19]([NH:18][S:15]([c:12]1[cH:11][cH:10][c:9]([Cl:8])[cH:14][cH:13]1)(=[O:16])=[O:17])[C:20](=[O:21])[O:22][CH2:23][CH3:24])([CH3:27])[CH3:28]. The product is CCOC(=O)C(CC(C)(C)F)NS(=O)(=O)c1ccc(Cl)cc1. The reactants are O=C([O-])[O-], CCOC(=O)CN(c1ccc2c(c1)nc(C(C)(C)Oc1ccc(C#N)cc1)n2C)S(=O)(=O)c1ccccc1, CCO, [NH4+], [NH4+]. Yields the product CCOC(=O)CN(c1ccc2c(c1)nc(C(C)(C)Oc1ccc(C(=N)N)cc1)n2C)S(=O)(=O)c1ccccc1. RXN SMILES: [C:39](=[O:40])([O-:41])[O-:42].[CH3:1][n:2]1[c:3]([C:27]([CH3:28])([CH3:29])[O:30][c:31]2[cH:32][cH:33][c:34]([C:37]#[N:38])[cH:35][cH:36]2)[n:4][c:5]2[c:6]1[cH:7][cH:8][c:9]([N:11]([CH2:12][C:13](=[O:14])[O:15][CH2:16][CH3:17])[S:18](=[O:19])(=[O:20])[c:21]1[cH:22][cH:23][cH:24][cH:25][cH:26]1)[cH:10]2.[CH3:45][CH2:46][OH:47].[NH4+:43].[NH4+:44]>>[CH3:1][n:2]1[c:3]([C:27]([CH3:28])([CH3:29])[O:30][c:31]2[cH:32][cH:33][c:34]([C:37]([NH2:38])=[NH:43])[cH:35][cH:36]2)[n:4][c:5]2[c:6]1[cH:7][cH:8][c:9]([N:11]([CH2:12][C:13](=[O:14])[O:15][CH2:16][CH3:17])[S:18](=[O:19])(=[O:20])[c:21]1[cH:22][cH:23][cH:24][cH:25][cH:26]1)[cH:10]2. Procedure details: This material was prepared by the reaction of 7-chloro-2-[(R)-2-methoxymethylpyrrolidine-1-carbonyl]thieno[3,2-b]pyridine 2a with 6-Hydroxy-2-methyl-benzofuran-3-carboxylic acid methyl amide 12c and Cs2CO3 in a manner as previously described for example 1. 1H NMR (DMSO-d6). δ8.57 (1H, d, J=5.3 Hz), 8.02 (1H, s), 7.98 (1H, m), 7.83 (1H, d, J=8.6 Hz), 7.66 (1H, d, J=2.0 Hz), 7.25 (1H, dd, J=8.6, 2.0 Hz), 6.72 (1H, d, J=5.3 Hz), 4.31 (1H, m), 3.94-3.80 (2H, m), 3.60-3.39 (2H, m), 3.28 (3H, s), 2.82... The product is CNC(=O)C1=C(OC2=C1C=CC(=C2)OC2=C1C(=NC=C2)C=C(S1)C(=O)N1[C@@H](CCC1)COC)C (6-(2-[(S)-2-(methoxymethyl)pyrrolidine-1-carbonyl]thieno[3,2-b]pyridin-7-yloxy)-2-methyl-benzofuran-3-carboxylic acid methyl amide). RXN SMILES: Cl[C:2]1[CH:7]=[CH:6][N:5]=[C:4]2[CH:8]=[C:9]([C:11]([N:13]3[CH2:17][CH2:16][CH2:15][C@H:14]3[CH2:18][O:19][CH3:20])=[O:12])[S:10][C:3]=12.[CH3:21][NH:22][C:23]([C:25]1[C:26]2[CH:34]=[CH:33][C:32]([OH:35])=[CH:31][C:27]=2[O:28][C:29]=1[CH3:30])=[O:24].C([O-])([O-])=O.[Cs+].[Cs+]>>[CH3:21][NH:22][C:23]([C:25]1[C:26]2[CH:34]=[CH:33][C:32]([O:35][C:2]3[CH:7]=[CH:6][N:5]=[C:4]4[CH:8]=[C:9]([C:11]([N:13]5[CH2:17][CH2:16][CH2:15][C@H:14]5[CH2:18][O:19][CH3:20])=[O:12])[S:10][C:3]=34)=[CH:31][C:27]=2[O:28][C:29]=1[CH3:30])=[O:24] |f:2.3.4|. The reactants are ClC1=C2C(=NC=C1)C=C(S2)C(=O)N2[C@@H](CCC2)COC (7-chloro-2-[(S)-2-(methoxymethyl)pyrrolidine-1-carbonyl]thieno[3,2-b]pyridine), CNC(=O)C=1C2=C(OC1C)C=C(C=C2)O (6-hydroxy-2-methylbenzo[b]furan-3-carboxylic acid methylamide), C(=O)([O-])[O-].[Cs+].[Cs+] (Cs2CO3). Starting materials: Cl.C1(=CC=CC=C1)C1=NNC2=C(N1)C=NC=C2 (3-phenyl-1,4-dihydropyrido[3,4-e]-as-triazine hydrochloride), ClC1=CC=C(C(=O)Cl)C=C1 (p-chlorobenzoyl chloride). Yields the product Cl.ClC1=CC=C(C(=O)N2N=C(NC3=C2C=CN=C3)C3=CC=CC=C3)C=C1 (1-(p-chlorobenzoyl)-3-phenyl-1,4-dihydropyrido[3,4-e]-as-triazine hydrochloride). Yield: 68.0%. As a reaction SMILES: Cl.[C:2]1([C:8]2[NH:13][C:12]3[CH:14]=[N:15][CH:16]=[CH:17][C:11]=3[NH:10][N:9]=2)[CH:7]=[CH:6][CH:5]=[CH:4][CH:3]=1.[Cl:18][C:19]1[CH:27]=[CH:26][C:22]([C:23](Cl)=[O:24])=[CH:21][CH:20]=1>>[ClH:18].[Cl:18][C:19]1[CH:27]=[CH:26][C:22]([C:23]([N:10]2[C:11]3[CH:17]=[CH:16][N:15]=[CH:14][C:12]=3[NH:13][C:8]([C:2]3[CH:3]=[CH:4][CH:5]=[CH:6][CH:7]=3)=[N:9]2)=[O:24])=[CH:21][CH:20]=1 |f:0.1,3.4|. Procedure details: 3.8 g (0.015 moles) of 3-phenyl-1,4-dihydropyrido[3,4-e]-as-triazine hydrochloride are reacted with p-chlorobenzoyl chloride as described in Example 2 to obtain 1-(p-chlorobenzoyl)-3-phenyl-1,4-dihydropyrido[3,4-e]-as-triazine hydrochloride with a yield of 68%; m.p.: 215° C. Starting materials: CC(C)O, Cl, COc1cccc2c1CC(c1ccccc1)CC2(O)CN. The product is Cl, COc1cccc2c1CC(c1ccccc1)C=C2CN. As a reaction SMILES: [CH:23]([OH:24])([CH3:25])[CH3:26].[ClH:22].[NH2:1][CH2:2][C:3]1([OH:21])[CH2:4][CH:5]([c:15]2[cH:16][cH:17][cH:18][cH:19][cH:20]2)[CH2:6][c:7]2[c:8]([O:13][CH3:14])[cH:9][cH:10][cH:11][c:12]21>>[ClH:22].[NH2:1][CH2:2][C:3]1=[CH:4][CH:5]([c:15]2[cH:16][cH:17][cH:18][cH:19][cH:20]2)[CH2:6][c:7]2[c:8]([O:13][CH3:14])[cH:9][cH:10][cH:11][c:12]21. Starting materials: ClC1=C(C(=NC=N1)N)N (6-Chloro-4,5-diaminopyrimidine), COC(CCCC)(OC)OC (trimethylorthovalerate), CC=1C=CC(=CC1)S(=O)(=O)O (p-TsOH). Run in COCCO (2-methoxyethanol). Yields the product C(CCC)C1=NC2=NC=NC(=C2N1)Cl (8-Butyl-6-Chloropurine). Yield: 26.8%. As a reaction SMILES: [Cl:1][C:2]1[N:7]=[CH:6][N:5]=[C:4]([NH2:8])[C:3]=1[NH2:9].CO[C:12](OC)(OC)[CH2:13][CH2:14][CH2:15][CH3:16].CC1C=CC(S(O)(=O)=O)=CC=1>COCCO>[CH2:13]([C:12]1[NH:9][C:3]2[C:4](=[N:5][CH:6]=[N:7][C:2]=2[Cl:1])[N:8]=1)[CH2:14][CH2:15][CH3:16]. Reported procedure: A mixture of 6-Chloro-4,5-diaminopyrimidine (0.289 g, 2 mmol) (from Step 1 of Example 12), trimethylorthovalerate (0.52 ml, 3 mmol) and p-TsOH (0.04 g) in 2-methoxyethanol (10 ml) was refluxed for 24 hours. The product was isolated and purified as described in Step 2 of Example 12 to give the crystalline titled compound (0.113 g, 23%). The reactants are CCO, [H][H], COCOc1cc(OCOC)c(C(C)=O)c(O)c1CC=C(C)C. Yields the product COCOc1cc(OCOC)c(C(C)=O)c(O)c1CCC(C)C. As a reaction SMILES: [CH3:26][CH2:27][OH:28].[H:24][H:25].[OH:1][c:2]1[c:3]([C:21]([CH3:22])=[O:23])[c:4]([O:17][CH2:18][O:19][CH3:20])[cH:5][c:6]([O:13][CH2:14][O:15][CH3:16])[c:7]1[CH2:8][CH:9]=[C:10]([CH3:11])[CH3:12]>>[OH:1][c:2]1[c:3]([C:21]([CH3:22])=[O:23])[c:4]([O:17][CH2:18][O:19][CH3:20])[cH:5][c:6]([O:13][CH2:14][O:15][CH3:16])[c:7]1[CH2:8][CH2:9][CH:10]([CH3:11])[CH3:12]. Starting materials: 30-g, O1OOCCC1 (trioxane), C(C(C)C)(=O)OC(C(C)C)=O (isobutyric anhydride), Cl(=O)(=O)(=O)O (perchloric acid), C([O-])(O)=O.[Na+] (sodium bicarbonate). The product is C(C(C)C)(=O)OCOC(C(C)C)=O (methylene bisisobutyrate), oxybis-methylene isobutyrate. Reaction SMILES: [O:1]1[CH2:6][CH2:5][CH2:4]OO1.[C:7]([O:12][C:13](=[O:17])[CH:14]([CH3:16])[CH3:15])(=[O:11])C(C)C.Cl(O)(=O)(=O)=O.[C:23](=O)(O)[O-].[Na+]>>[C:13]([O:12][CH2:7][O:11][C:6](=[O:1])[CH:5]([CH3:23])[CH3:4])(=[O:17])[CH:14]([CH3:15])[CH3:16] |f:3.4|. Procedure details: A 30-g (0.33 mol) sample of trioxane was added to a solution of 158 g (1 mol) isobutyric anhydride and 0.5 ml 70% perchloric acid over a 30-minute period at 65°-70° C. The reaction mixture was then stirred until the temperature decreased to 27° C. The reaction mixture was diluted with saturated sodium bicarbonate solution and extracted with ether. The ether extracts were dried over magnesium sulfate and evaporated under reduced pressure. The resulting residue was distilled on a 30-cm column to g... The reactants are C1COCCN1, COCCOC, Clc1nc(Cl)nc(Cl)n1. The product is Clc1nc(Cl)nc(N2CCOCC2)n1. RXN SMILES: [CH2:10]1[CH2:11][O:12][CH2:13][CH2:14][NH:15]1.[CH3:16][O:17][CH2:18][CH2:19][O:20][CH3:21].[Cl:1][c:2]1[n:3][c:4]([Cl:5])[n:6][c:7]([Cl:8])[n:9]1>>[c:2]1([N:15]2[CH2:10][CH2:11][O:12][CH2:13][CH2:14]2)[n:3][c:4]([Cl:5])[n:6][c:7]([Cl:8])[n:9]1.